describe an organic reaction: reactants, conditions, products, and yield From a dataset of the Open Reaction Database (ORD), a public repository of structured organic reaction records. Reactants: ClCC(=O)CCl (1,3-dichloracetone), C(C(C)C)(=S)N (Thioisobutyramide), ClCC=1SC=CN1 (chloromethyl-thiazole), CN (methylamine). Solvent: C1CCOC1 (THF), C1CCOC1 (THF). Run at time 1 hour. The product is C(C)(C)C=1SC=C(N1)CNC (2-Isopropyl-4-(((N-methyl)amino)methyl)thiazole). Reaction SMILES: [C:1]([NH2:6])(=[S:5])[CH:2]([CH3:4])[CH3:3].Cl[CH2:8][C:9]([CH2:11]Cl)=O.ClC[C:15]1SC=C[N:19]=1.CN>C1COCC1>[CH:2]([C:1]1[S:5][CH:8]=[C:9]([CH2:11][NH:19][CH3:15])[N:6]=1)([CH3:4])[CH3:3]. Procedure: The thioisobutyramide resulting from Example 73A was dissolved in 70 mls THF and added slowly to a solution of (34.1 g, 0.27 mole) 1,3-dichloracetone in 40 mls THF. A 10 ml rinse of THF was used to completely transfer the thioamide. The reaction was carried out in a 250 ml flask with mechanical stirring under nitrogen atmosphere. The reaction temperature was maintained below 25° C. during addition with a 15°±5° C. bath. The bath was kept in place for 1 hour after which it was removed and the rea... The reactants are ClC1=CC=NC2=CC=C(C=C12)F (4-chloro-6-fluoroquinoline), C(C)N1N=CC(=C1)NC(CC1=C(C=C(C=C1)O)OC)=O (N-(1-ethylpyrazol-4-yl)-2-(4-hydroxy-2-methoxyphenyl)acetamide), C([O-])([O-])=O.[Cs+].[Cs+] (caesium carbonate). Solvent: CN(C)C=O (DMF). Reaction conditions: temperature 120 celsius. Yields the product C(C)N1N=CC(=C1)NC(CC1=C(C=C(C=C1)OC1=CC=NC2=CC=C(C=C12)F)OC)=O (N-(1-ethylpyrazol-4-yl)-2-[4-(6-fluoroquinolin-4-yloxy)-2-methoxyphenyl]acetamide). Yield: 61.6%. As a reaction SMILES: Cl[C:2]1[C:11]2[C:6](=[CH:7][CH:8]=[C:9]([F:12])[CH:10]=2)[N:5]=[CH:4][CH:3]=1.[CH2:13]([N:15]1[CH:19]=[C:18]([NH:20][C:21](=[O:32])[CH2:22][C:23]2[CH:28]=[CH:27][C:26]([OH:29])=[CH:25][C:24]=2[O:30][CH3:31])[CH:17]=[N:16]1)[CH3:14].C(=O)([O-])[O-].[Cs+].[Cs+]>CN(C=O)C>[CH2:13]([N:15]1[CH:19]=[C:18]([NH:20][C:21](=[O:32])[CH2:22][C:23]2[CH:28]=[CH:27][C:26]([O:29][C:2]3[C:11]4[C:6](=[CH:7][CH:8]=[C:9]([F:12])[CH:10]=4)[N:5]=[CH:4][CH:3]=3)=[CH:25][C:24]=2[O:30][CH3:31])[CH:17]=[N:16]1)[CH3:14] |f:2.3.4|. Procedure: A mixture of 4-chloro-6-fluoroquinoline (0.11 g), N-(1-ethylpyrazol-4-yl)-2-(4-hydroxy-2-methoxyphenyl)acetamide (0.168 g), caesium carbonate (0.433 g) and DMF (3 ml) was stirred and heated to 120° C. for 2.5 hours. The solvent was evaporated and the residue was purified by column chromatography on silica using a solvent gradient of 100:0 to 93:7 of ethyl acetate and methanol as eluent. There was thus obtained the title compound (0.157 g); 1H NMR: (DMSOd6) 1.33 (t, 3H), 3.6 (s, 2H), 3.77 (s, 3H)... Starting materials: C1CCOC1, COc1cccc(CBr)c1, [Na+], [OH-], O, CCOC(=O)CN=C(c1ccccc1)c1ccccc1. Product: CCOC(=O)C(Cc1cccc(OC)c1)N=C(c1ccccc1)c1ccccc1. As a reaction SMILES: [CH2:33]1[O:34][CH2:35][CH2:36][CH2:37]1.[CH3:1][O:2][c:3]1[cH:4][c:5]([CH2:6][Br:7])[cH:8][cH:9][cH:10]1.[Na+:32].[OH-:31].[OH2:38].[c:11]1([C:17](=[N:18][CH2:19][C:20](=[O:21])[O:22][CH2:23][CH3:24])[c:25]2[cH:26][cH:27][cH:28][cH:29][cH:30]2)[cH:12][cH:13][cH:14][cH:15][cH:16]1>>[CH3:1][O:2][c:3]1[cH:4][c:5]([CH2:6][CH:19]([N:18]=[C:17]([c:11]2[cH:12][cH:13][cH:14][cH:15][cH:16]2)[c:25]2[cH:26][cH:27][cH:28][cH:29][cH:30]2)[C:20](=[O:21])[O:22][CH2:23][CH3:24])[cH:8][cH:9][cH:10]1. Starting materials: C(C1=CC=CC=C1)=NO (benzaldoxime), Cl (hydrochloric acid). The product is ClC(C1=CC=CC=C1)=NO (α-Chlorobenzaldoxime). RXN SMILES: [CH:1](=[N:8][OH:9])[C:2]1[CH:7]=[CH:6][CH:5]=[CH:4][CH:3]=1.[ClH:10]>>[Cl:10][C:1](=[N:8][OH:9])[C:2]1[CH:7]=[CH:6][CH:5]=[CH:4][CH:3]=1. Procedure: 60.5 g (0.5 mol) of benzaldoxime was suspended in 390 ml of 8N hydrochloric acid and chlorine gas was bubbled into the suspension while stirring and maintaining the reaction temperature at from 5° to 15° C. The oxime immediately showed a green color upon reaction with chlorine and, after allowing the reaction mixture to stand, pale yellow crystals of α-chlorobenzaldoxime precipitated. Filtration of the reaction mixture yielded 66 g of crystals having a melting point of 45°-47° C. Yield, about 84... The product is COc1ccc(I)nc1OC. RXN SMILES: [Br:1][c:2]1[n:3][c:4]([I:10])[cH:5][cH:6][c:7]1[O:8][CH3:9].[CH3:11][O-:12].[Na+:13].[O:14]=[CH:15][N:16]([CH3:17])[CH3:18]>>[c:2]1([O:12][CH3:11])[n:3][c:4]([I:10])[cH:5][cH:6][c:7]1[O:8][CH3:9]. The reactants are COc1ccc(I)nc1Br, C[O-], [Na+], CN(C)C=O.